Dataset: the Open Reaction Database (ORD), a public repository of structured organic reaction records. Task: describe an organic reaction: reactants, conditions, products, and yield Starting materials: [BH4-].[Na+] (sodium borohydride), FC=1C=C(C=C(C1O[Si](C(C)C)(C(C)C)C(C)C)F)C(C(C)N1CCC(CC1)(O)C1=CC=C(C=C1)Cl)=O (1-(3,5-difluoro-4-triisopropylsilyloxyphenyl)-2-(4-(-4-chlorophenyl)-4-hydroxypiperidin-1-yl)-propan-1-one). The solvent is C(C)O (ethanol). Reaction conditions: time 10 minute. RXN SMILES: [BH4-].[Na+].[F:3][C:4]1[CH:5]=[C:6]([C:22](=[O:39])[CH:23]([N:25]2[CH2:30][CH2:29][C:28]([C:32]3[CH:37]=[CH:36][C:35]([Cl:38])=[CH:34][CH:33]=3)([OH:31])[CH2:27][CH2:26]2)[CH3:24])[CH:7]=[C:8]([F:21])[C:9]=1[O:10][Si:11]([CH:18]([CH3:20])[CH3:19])([CH:15]([CH3:17])[CH3:16])[CH:12]([CH3:14])[CH3:13]>C(O)C>[F:3][C:4]1[CH:5]=[C:6]([C@@H:22]([OH:39])[C@H:23]([N:25]2[CH2:26][CH2:27][C:28]([C:32]3[CH:37]=[CH:36][C:35]([Cl:38])=[CH:34][CH:33]=3)([OH:31])[CH2:29][CH2:30]2)[CH3:24])[CH:7]=[C:8]([F:21])[C:9]=1[O:10][Si:11]([CH:15]([CH3:17])[CH3:16])([CH:12]([CH3:14])[CH3:13])[CH:18]([CH3:20])[CH3:19] |f:0.1|. Product: FC=1C=C(C=C(C1O[Si](C(C)C)(C(C)C)C(C)C)F)[C@H]([C@@H](C)N1CCC(CC1)(O)C1=CC=C(C=C1)Cl)O ((1R*,2R*)-1-(3,5-difluoro-4-triisopropylsilyloxyphenyl)-2-(4-(4-chlorophenyl)-4-hydroxypiperidin-1-yl)-propan-1-ol). The yield is 56.2%. Procedure details: A mixture of sodium borohydride (0.058 g, 1.40 mmol) and ethanol (5 mL) was stirred 10 min and then 1-(3,5-difluoro-4-triisopropylsilyloxyphenyl)-2-(4-(-4-chlorophenyl)-4-hydroxypiperidin-1-yl)-propan-1-one (0.76 g, 1.38 mmol in 20 mL of ethanol) was added. The reaction was stirred at ambient temperature over the weekend. The white solid which precipitated was collected by filtration and dried to yield 0.43 g (57%) of (1R*,2R*)-1-(3,5-difluoro-4-triisopropylsilyloxyphenyl)-2-(4-(4-chlorophenyl)-... The reactants are [BH4-].[Na+] (NaBH4), CS(=O)(=O)C=1C=C(C=O)C=CC1 (3-methanesulphonyl-benzaldehyde), O (water). Solvent: C(C)O (ethanol). Run at time 1 hour. Yields the product CS(=O)(=O)C=1C=C(C=CC1)CO ((3-methanesulphonyl-phenyl)-methanol). RXN SMILES: [BH4-].[Na+].[CH3:3][S:4]([C:7]1[CH:8]=[C:9]([CH:12]=[CH:13][CH:14]=1)[CH:10]=[O:11])(=[O:6])=[O:5].O>C(O)C>[CH3:3][S:4]([C:7]1[CH:8]=[C:9]([CH2:10][OH:11])[CH:12]=[CH:13][CH:14]=1)(=[O:5])=[O:6] |f:0.1|. Procedure: NaBH4 is added to a solution of 750 mg (4.08 mmol) 3-methanesulphonyl-benzaldehyde in 20 ml ethanol (see P. L. Ornstein, T. J. Bleisch, M. B. Arnold, R. A. Wright, B. G. Johnson, J. P. Tizzano, D. R. Helton, M. J. Kallman, D. D. Schoepp, M. Herin, J. Med. Chem. 1998, 41(3), 358-378 or B. Eistert, W. Schade, H. Selzer, Ber. 1964, 97(5), 1470-81). The reaction mixture is stirred at room temperature for 1 h. The reaction mixture is poured into water and extracted three times with ethyl acetate. The... The reactants are CCN, C[Al](C)C, Cc1ccccc1, Cl, Cl, COC(=O)c1cccc(-c2ccccc2)c1. The product is CCNC(=O)c1cccc(-c2ccccc2)c1. As a reaction SMILES: [CH2:6]([CH3:7])[NH2:8].[CH3:1][Al:2]([CH3:3])[CH3:4].[CH3:26][c:27]1[cH:28][cH:29][cH:30][cH:31][cH:32]1.[ClH:25].[ClH:5].[c:9]1(-[c:15]2[cH:16][c:17]([C:18]([O:20][CH3:19])=[O:21])[cH:22][cH:23][cH:24]2)[cH:10][cH:11][cH:12][cH:13][cH:14]1>>[CH2:6]([CH3:7])[NH:8][C:18]([c:17]1[cH:16][c:15](-[c:9]2[cH:10][cH:11][cH:12][cH:13][cH:14]2)[cH:24][cH:23][cH:22]1)=[O:20].